Dataset: the Open Reaction Database (ORD), a public repository of structured organic reaction records. Task: describe an organic reaction: reactants, conditions, products, and yield The reactants are CS(C)=O, CCN(C(C)C)C(C)C, O=[N+]([O-])c1ccc(O)c(Cl)c1, Nc1cc(Cl)ccn1. Product: Nc1cc(Oc2ccc([N+](=O)[O-])cc2Cl)ccn1. RXN SMILES: [CH3:29][S:30]([CH3:31])=[O:32].[CH:20]([N:21]([CH2:22][CH3:23])[CH:24]([CH3:25])[CH3:26])([CH3:27])[CH3:28].[Cl:9][c:10]1[c:11]([OH:19])[cH:12][cH:13][c:14]([N+:16](=[O:17])[O-:18])[cH:15]1.[NH2:1][c:2]1[n:3][cH:4][cH:5][c:6]([Cl:8])[cH:7]1>>[NH2:1][c:2]1[n:3][cH:4][cH:5][c:6]([O:19][c:11]2[c:10]([Cl:9])[cH:15][c:14]([N+:16](=[O:17])[O-:18])[cH:13][cH:12]2)[cH:7]1. Starting materials: COC1=C(C(=CC=C1)OC)C1=CC(=NN1C1=C(C=C(C=C1)C(N(CCCN(C)C)C)=O)C(C)C)C(=O)NC1(C2CC3CC(CC1C3)C2)C(=O)O (2-[5-(2,6-dimethoxyphenyl)-1-[4-[N-methyl-N-(3-dimethylaminopropyl)carbamoyl]-2-isopropylphenyl]-3-pyrazolylcarbonylamino]-2-adamantanecarboxylic acid), C(\C=C\C(=O)O)(=O)O (fumaric acid), C(Cl)Cl (DCM), CO (MeOH). Solvent: CCO (EtOH). Conditions: time 10 minute. The product is C(\C=C\C(=O)O)(=O)O.COC1=C(C(=CC=C1)OC)C1=CC(=NN1C1=C(C=C(C=C1)C(N(CCCN(C)C)C)=O)C(C)C)C(=O)NC1(C2CC3CC(CC1C3)C2)C(=O)O (2-[5-(2,6-Dimethoxyphenyl)-1-[4-[N-methyl-N-(3-dimethylaminopropyl)carbamoyl]-2-isopropylphenyl]-3-pyrazolylcarbonylamino]-2-adamantanecarboxylic acid fumarate). The yield is 21.4%. As a reaction SMILES: [CH3:1][O:2][C:3]1[CH:8]=[CH:7][CH:6]=[C:5]([O:9][CH3:10])[C:4]=1[C:11]1[N:15]([C:16]2[CH:21]=[CH:20][C:19]([C:22](=[O:31])[N:23]([CH3:30])[CH2:24][CH2:25][CH2:26][N:27]([CH3:29])[CH3:28])=[CH:18][C:17]=2[CH:32]([CH3:34])[CH3:33])[N:14]=[C:13]([C:35]([NH:37][C:38]2([C:48]([OH:50])=[O:49])[CH:45]3[CH2:46][CH:41]4[CH2:42][CH:43]([CH2:47][CH:39]2[CH2:40]4)[CH2:44]3)=[O:36])[CH:12]=1.[C:51]([OH:58])(=[O:57])/[CH:52]=[CH:53]/[C:54]([OH:56])=[O:55].C(Cl)Cl.CO>CCO>[C:51]([OH:58])(=[O:57])/[CH:52]=[CH:53]/[C:54]([OH:56])=[O:55].[CH3:10][O:9][C:5]1[CH:6]=[CH:7][CH:8]=[C:3]([O:2][CH3:1])[C:4]=1[C:11]1[N:15]([C:16]2[CH:21]=[CH:20][C:19]([C:22](=[O:31])[N:23]([CH3:30])[CH2:24][CH2:25][CH2:26][N:27]([CH3:28])[CH3:29])=[CH:18][C:17]=2[CH:32]([CH3:34])[CH3:33])[N:14]=[C:13]([C:35]([NH:37][C:38]2([C:48]([OH:50])=[O:49])[CH:39]3[CH2:40][CH:41]4[CH2:42][CH:43]([CH2:44][CH:45]2[CH2:46]4)[CH2:47]3)=[O:36])[CH:12]=1 |f:5.6|. Procedure: 0.1 g of the compound obtained in EXAMPLE 1' and 0.017 g of fumaric acid are dissolved in 1.5 ml of EtOH, 1.5 ml of DCM and 4 ml of MeOH, and the mixture is left stirring for 10 minutes at RT. It is partially concentrated under vacuum and crystallization is allowed to take place. 0.025 g of the expected product is obtained after draining and washing with EtOH, m.p.=243° C. The reactants are [Br-], CCOC(=O)CC(C)c1cccc(C=O)c1, CC1=C(C[P+](c2ccccc2)(c2ccccc2)c2ccccc2)C(C)(C)CCC1. Product: CCOC(=O)CC(C)c1cccc(C=CC2=C(C)CCCC2(C)C)c1. As a reaction SMILES: [Br-:17].[CH:1](=[O:2])[c:3]1[cH:4][c:5]([CH:9]([CH2:10][C:11](=[O:12])[O:13][CH2:14][CH3:15])[CH3:16])[cH:6][cH:7][cH:8]1.[c:18]1([P+:19]([c:20]2[cH:21][cH:22][cH:23][cH:24][cH:35]2)([CH2:25][C:26]2=[C:27]([CH3:34])[CH2:28][CH2:29][CH2:30][C:31]2([CH3:32])[CH3:33])[c:36]2[cH:37][cH:38][cH:39][cH:40][cH:41]2)[cH:42][cH:43][cH:44][cH:45][cH:46]1>>[CH:1]([c:3]1[cH:4][c:5]([CH:9]([CH2:10][C:11](=[O:12])[O:13][CH2:14][CH3:15])[CH3:16])[cH:6][cH:7][cH:8]1)=[CH:25][C:26]1=[C:27]([CH3:34])[CH2:28][CH2:29][CH2:30][C:31]1([CH3:32])[CH3:33].